This data is from the Open Reaction Database (ORD), a public repository of structured organic reaction records. The task is: describe an organic reaction: reactants, conditions, products, and yield The reactants are Cc1ccccc1, O=CO, Fc1ccc(-c2ccc(C3CCC(C4OCCCO4)CC3)cn2)cc1F, [Na+], [Na+], O=C([O-])[O-]. The product is O=CC1CCC(c2ccc(-c3ccc(F)c(F)c3)nc2)CC1. Reaction SMILES: [CH3:27][c:28]1[cH:29][cH:30][cH:31][cH:32][cH:33]1.[CH:40]([OH:41])=[O:42].[F:1][c:2]1[cH:3][c:4](-[c:9]2[n:10][cH:11][c:12]([CH:15]3[CH2:16][CH2:17][CH:18]([CH:21]4[O:22][CH2:26][CH2:25][CH2:24][O:23]4)[CH2:19][CH2:20]3)[cH:13][cH:14]2)[cH:5][cH:6][c:7]1[F:8].[Na+:34].[Na+:35].[O-:36][C:37](=[O:38])[O-:39]>>[F:1][c:2]1[cH:3][c:4](-[c:9]2[n:10][cH:11][c:12]([CH:15]3[CH2:16][CH2:17][CH:18]([CH:21]=[O:22])[CH2:19][CH2:20]3)[cH:13][cH:14]2)[cH:5][cH:6][c:7]1[F:8]. Starting materials: BrC1=CC=C(C=C)C=C1 (4-bromostyrene), [N+](=[N-])=CC(=O)OCC (Ethyl diazoacetate). Reagents/catalysts: C1(=CC=CC=C1)NN (phenylhydrazine), C/C(=C/C(=O)C)/O.C/C(=C/C(=O)C)/O.[Cu] (Copper(II) acetylacetonate). Run in C(Cl)Cl (CH2Cl2), C(Cl)Cl (CH2Cl2). Conditions: temperature 40 celsius, time 5 minute. Yields the product C(C)OC(=O)[C@H]1[C@@H](C1)C1=CC=C(C=C1)Br ((trans)-2-(4-Bromo-phenyl)-cyclopropanecarboxylic acid ethyl ester). RXN SMILES: [Br:1][C:2]1[CH:9]=[CH:8][C:5]([CH:6]=[CH2:7])=[CH:4][CH:3]=1.[N+](=[CH:12][C:13]([O:15][CH2:16][CH3:17])=[O:14])=[N-]>C(Cl)Cl.C1(NN)C=CC=CC=1.C/C(/O)=C/C(C)=O.C/C(/O)=C/C(C)=O.[Cu]>[CH2:16]([O:15][C:13]([C@@H:12]1[CH2:7][C@H:6]1[C:5]1[CH:8]=[CH:9][C:2]([Br:1])=[CH:3][CH:4]=1)=[O:14])[CH3:17] |f:4.5.6|. Procedure: Copper(II) acetylacetonate (0.156 g, 0.6 mmol) was dissolved in CH2Cl2 (40 mL) then phenylhydrazine (3 drops, catalytic amount) was added. After 5 minutes, 4-bromostyrene (2.6 mL, 20 mmol) was added and the reaction was heated to 40° C. Ethyl diazoacetate (3.1 mL, 30 mmol) in CH2Cl2 (40 mL) was slowly added using a syringe pump. The reaction was stirred at 40° C. overnight then cooled and submitted to standard aqueous workup. The crude material was purified on silica gel (0-10% EtOAc in hexanes)...